This data is from the Open Reaction Database (ORD), a public repository of structured organic reaction records. The task is: describe an organic reaction: reactants, conditions, products, and yield Reactants: C(C)(=O)C=1C=C(C#N)C=CC1 (3-acetylbenzonitrile), C(#N)C=1C=C(C=O)C=CC1 (3-cyanobenzaldehyde). Run in CCl (methyl chloride). Conditions: time 72 hour. Yields the product C(#N)C=1C=C(C=CC1)C=CC(=O)C=1C=C(C#N)C=CC1 (3-[3-(3-cyanophenyl)-1-oxo-2-propenyl]benzonitrile). Isolated yield 16.2%. Reaction SMILES: [C:1]([C:4]1[CH:5]=[C:6]([CH:9]=[CH:10][CH:11]=1)[C:7]#[N:8])(=[O:3])[CH3:2].[C:12]([C:14]1[CH:15]=[C:16]([CH:19]=[CH:20][CH:21]=1)[CH:17]=O)#[N:13]>CCl>[C:12]([C:14]1[CH:15]=[C:16]([CH:17]=[CH:2][C:1]([C:4]2[CH:5]=[C:6]([CH:9]=[CH:10][CH:11]=2)[C:7]#[N:8])=[O:3])[CH:19]=[CH:20][CH:21]=1)#[N:13]. Reported procedure: Part A. 3-acetylbenzonitrile (1 gm, 6.8 mmol) and 3-cyanobenzaldehyde (2.76 gm, 17 mmol) are dissolved in a minimal amount of methyl chloride and 20 g of basic alumina was added. The resulting slurry was vigorously stirred at room temperature for 72 hrs. The slurry was filtered and the filter cake thoroughly washed with methylene chloride. The solvent was removed under vacuum and the residue chromatographed on silica gel eluting methylene chloride to give 3-[3-(3-cyanophenyl)-1-oxo-2-propenyl]be...